Dataset: the Open Reaction Database (ORD), a public repository of structured organic reaction records. Task: describe an organic reaction: reactants, conditions, products, and yield The reactants are CNC(C)C, ClP(Cl)(Cl)(Cl)Cl, ClCCCl, O=S(=O)=O. The product is CC(C)N(C)S(=O)(=O)Cl. Reaction SMILES: [CH3:5][NH:6][CH:7]([CH3:8])[CH3:9].[Cl:10][P:11]([Cl:12])([Cl:13])([Cl:14])[Cl:15].[Cl:16][CH2:17][CH2:18][Cl:19].[O:1]=[S:2](=[O:3])=[O:4]>>[O:1]=[S:2](=[O:4])([N:6]([CH3:5])[CH:7]([CH3:8])[CH3:9])[Cl:10]. The reactants are c4c(C)cc(B3OB(c1cc(C)cc(C)c1)OB(c2cc(C)cc(C)c2)O3)cc4(C) (effective_coupling_partner), CC(=O)Oc2ccc1ccccc1c2 (substrate). The reagents and catalysts are PCy3. Conditions: temperature 110 celsius, time 12 hour. The product is c3c(C)cc(c2ccc1ccccc1c2)cc3(C).